From a dataset of the Open Reaction Database (ORD), a public repository of structured organic reaction records. describe an organic reaction: reactants, conditions, products, and yield Starting materials: ClC=1C(=CC(N(C1)C1=CC(=C(C#N)C=C1)F)=O)O (4-(5-chloro-4-hydroxy-2-oxopyridin-1(2H)-yl)-2-fluorobenzonitrile), CS(=O)(=O)OC1CCN(CC1)C1=NC=C(C=N1)CCC (1-(5-propylpyrimidin-2-yl)piperidin-4-yl methanesulfonate), OC=1C(=CNC(C1)=O)C#N (4-hydroxy-6-oxo-1,6-dihydropyridine-3-carbonitrile), CS(=O)(=O)OC1CCN(CC1)C(=O)OC(C)(C)C (tert-butyl 4-(methylsulfonyloxy)piperidine-1-carboxylate). Yields the product ClC=1C(=CC(N(C1)C1=CC(=C(C=C1)C#N)F)=O)OC1CCN(CC1)C(=O)OC(C)(C)C (tert-butyl 4-(5-chloro-1-(4-cyano-3-fluorophenyl)-2-oxo-1,2-dihydropyridin-4-yloxy)piperidine-1-carboxylate). RXN SMILES: [Cl:1][C:2]1[C:3]([OH:18])=[CH:4][C:5](=[O:17])[N:6]([C:8]2[CH:15]=[CH:14][C:11]([C:12]#[N:13])=[C:10]([F:16])[CH:9]=2)[CH:7]=1.OC1C(C#N)=CNC(=O)C=1.CS(O[CH:34]1[CH2:39][CH2:38][N:37]([C:40]([O:42][C:43]([CH3:46])([CH3:45])[CH3:44])=[O:41])[CH2:36][CH2:35]1)(=O)=O.CS(OC1CCN(C2N=CC(CCC)=CN=2)CC1)(=O)=O>>[Cl:1][C:2]1[C:3]([O:18][CH:34]2[CH2:39][CH2:38][N:37]([C:40]([O:42][C:43]([CH3:46])([CH3:45])[CH3:44])=[O:41])[CH2:36][CH2:35]2)=[CH:4][C:5](=[O:17])[N:6]([C:8]2[CH:15]=[CH:14][C:11]([C:12]#[N:13])=[C:10]([F:16])[CH:9]=2)[CH:7]=1. Reported procedure: The intermediate was prepared according to the procedures described in Example 221 substituting 4-(5-chloro-4-hydroxy-2-oxopyridin-1(2H)-yl)-2-fluorobenzonitrile for 4-hydroxy-6-oxo-1,6-dihydropyridine-3-carbonitrile and tert-butyl 4-(methylsulfonyloxy)piperidine-1-carboxylate for 1-(5-propylpyrimidin-2-yl)piperidin-4-yl methanesulfonate in Step B. MS (ESI) 392 (M+H). Reactants: O=C1CCC(=O)N1Br, O=C(OOC(=O)c1ccccc1)c1ccccc1, ClC(Cl)(Cl)Cl, Cc1cccc2sc(-c3ccc(C(F)(F)F)cc3)nc12, ClC(Cl)Cl. Yields the product FC(F)(F)c1ccc(-c2nc3c(CBr)cccc3s2)cc1. RXN SMILES: [Br:1][N:2]1[C:3](=[O:4])[CH2:5][CH2:6][C:7]1=[O:8].[C:29]([O:30][O:31][C:32](=[O:33])[c:34]1[cH:35][cH:36][cH:37][cH:38][cH:39]1)(=[O:40])[c:41]1[cH:42][cH:43][cH:44][cH:45][cH:46]1.[C:47]([Cl:48])([Cl:49])([Cl:50])[Cl:51].[CH3:9][c:10]1[cH:11][cH:12][cH:13][c:14]2[c:15]1[n:16][c:17](-[c:19]1[cH:20][cH:21][c:22]([C:25]([F:26])([F:27])[F:28])[cH:23][cH:24]1)[s:18]2.[CH:52]([Cl:53])([Cl:54])[Cl:55]>>[Br:1][CH2:9][c:10]1[cH:11][cH:12][cH:13][c:14]2[c:15]1[n:16][c:17](-[c:19]1[cH:20][cH:21][c:22]([C:25]([F:26])([F:27])[F:28])[cH:23][cH:24]1)[s:18]2. Starting materials: NC1=C(SC(=C1)C1=CC=CC=C1)C(=O)OC (methyl 3-amino-5-phenylthiophene-2-carboxylate), [OH-].[Na+] (sodium hydroxide). The product is NC1=C(SC(=C1)C1=CC=CC=C1)C(=O)[O-].[Na+] (sodium 3-amino-5-phenylthiophene-2-carboxylate). As a reaction SMILES: [NH2:1][C:2]1[CH:6]=[C:5]([C:7]2[CH:12]=[CH:11][CH:10]=[CH:9][CH:8]=2)[S:4][C:3]=1[C:13]([O:15]C)=[O:14].[OH-].[Na+:18]>>[NH2:1][C:2]1[CH:6]=[C:5]([C:7]2[CH:12]=[CH:11][CH:10]=[CH:9][CH:8]=2)[S:4][C:3]=1[C:13]([O-:15])=[O:14].[Na+:18] |f:1.2,3.4|. Procedure details: A mixture of methyl 3-amino-5-phenylthiophene-2-carboxylate (9.6 g) and 0.9M aqueous sodium hydroxide solution (50 ml) was stirred and boiled under reflux for 4 hours to give a solution of sodium 3-amino-5-phenylthiophene-2-carboxylate. Starting materials: CC(=O)OCC1OC(n2c(NC(C)C)nc3cc(Cl)c(Cl)cc32)C(OC(C)=O)C1Br, CCCC[SnH](CCCC)CCCC, Cc1ccccc1, CC(C)(C#N)N=NC(C)(C)C#N. Product: CC(=O)OCC1CC(OC(C)=O)C(n2c(NC(C)C)nc3cc(Cl)c(Cl)cc32)O1. RXN SMILES: [Br:1][CH:2]1[CH:3]([O:27][C:28]([CH3:29])=[O:30])[CH:4]([n:12]2[c:13]([NH:23][CH:24]([CH3:25])[CH3:26])[n:14][c:15]3[c:16]2[cH:17][c:18]([Cl:22])[c:19]([Cl:21])[cH:20]3)[O:5][CH:6]1[CH2:7][O:8][C:9]([CH3:10])=[O:11].[CH2:31]([SnH:32]([CH2:33][CH2:34][CH2:35][CH3:36])[CH2:37][CH2:38][CH2:39][CH3:40])[CH2:41][CH2:42][CH3:43].[CH3:56][c:57]1[cH:58][cH:59][cH:60][cH:61][cH:62]1.[N:44]#[C:45][C:46]([N:47]=[N:48][C:49]([C:50]#[N:51])([CH3:52])[CH3:53])([CH3:54])[CH3:55]>>[CH2:2]1[CH:3]([O:27][C:28]([CH3:29])=[O:30])[CH:4]([n:12]2[c:13]([NH:23][CH:24]([CH3:25])[CH3:26])[n:14][c:15]3[c:16]2[cH:17][c:18]([Cl:22])[c:19]([Cl:21])[cH:20]3)[O:5][CH:6]1[CH2:7][O:8][C:9]([CH3:10])=[O:11]. Reactants: N([C@@H](CC(OCC1=CC=CC=C1)=O)C(=O)O)C(=O)OC(C)(C)C (Boc-L-Asp(OBzl)-OH), NC1=NC=CC=C1 (2-aminopyridine), C=1C=CC2=C(C1)N=NN2O (HOBT). Solvent: CN(C)C=O (DMF). Yields the product N([C@@H](CC(OCC1=CC=CC=C1)=O)C(=O)O)C(=O)OC(C)(C)C.N1=C(C=CC=C1)[NH-] (Boc-L-Asp(OBzl) 2-pyridylamide). RXN SMILES: [NH:1]([C:17]([O:19][C:20]([CH3:23])([CH3:22])[CH3:21])=[O:18])[C@H:2]([C:14]([OH:16])=[O:15])[CH2:3][C:4](=[O:13])[O:5][CH2:6][C:7]1[CH:12]=[CH:11][CH:10]=[CH:9][CH:8]=1.[NH2:24][C:25]1[CH:30]=[CH:29][CH:28]=[CH:27][N:26]=1.C1C=CC2N(O)N=NC=2C=1>CN(C=O)C>[NH:1]([C:17]([O:19][C:20]([CH3:23])([CH3:22])[CH3:21])=[O:18])[C@H:2]([C:14]([OH:16])=[O:15])[CH2:3][C:4](=[O:13])[O:5][CH2:6][C:7]1[CH:12]=[CH:11][CH:10]=[CH:9][CH:8]=1.[N:26]1[CH:27]=[CH:28][CH:29]=[CH:30][C:25]=1[NH-:24] |f:4.5|. Procedure: Boc-L-Asp(OBzl)-OH (1.0 g), 2-aminopyridine (0.35 g), HOBT (0.50 g), WSCD (0.71 g) and DMF (20 ml) were reacted in a similar manner to that of Preparation 1-1) to give Boc-L-Asp(OBzl)-2-pyridylamide.